describe an organic reaction: reactants, conditions, products, and yield From a dataset of the Open Reaction Database (ORD), a public repository of structured organic reaction records. Reactants: N1(CCNCC1)C(=O)OC(C)(C)C (tert-Butyl piperazine-1-carboxylate), C(Cl)Cl (DCM), C(C=C)C1=CC2=C(C(OC2)=O)C=C1 (5-(prop-2-en-1-yl)-2-benzofuran-1(3H)-one), C(Cl)Cl (DCM), C(C)(=O)O[BH-](OC(C)=O)OC(C)=O.[Na+] (sodium triacetoxyborohydride). Run at temperature -78 celsius, time 8 hour. The product is Cl.N1(CCNCC1)CCC1=CC2=C(C(OC2)=O)C=C1 (5-(2-piperazin-1-ylethyl)-2-benzofuran-1(3H)-one hydrochloride). RXN SMILES: [CH2:1]([C:4]1[CH:13]=[CH:12][C:7]2[C:8](=[O:11])[O:9][CH2:10][C:6]=2[CH:5]=1)[CH:2]=C.[N:14]1(C(OC(C)(C)C)=O)[CH2:19][CH2:18][NH:17][CH2:16][CH2:15]1.C(O[BH-](OC(=O)C)OC(=O)C)(=O)C.[Na+].C(Cl)[Cl:42]>>[ClH:42].[N:14]1([CH2:2][CH2:1][C:4]2[CH:13]=[CH:12][C:7]3[C:8](=[O:11])[O:9][CH2:10][C:6]=3[CH:5]=2)[CH2:19][CH2:18][NH:17][CH2:16][CH2:15]1 |f:2.3,5.6|. Procedure: 5-(prop-2-en-1-yl)-2-benzofuran-1(3H)-one (2.30 g, 13.2 mmol) was dissolved in DCM (30 mL) and cooled to −78° C. Ozone was bubbled through the solution until the color changed (to orange). Nitrogen was bubbled through the solution for about one minute to remove any residual ozone. tert-Butyl piperazine-1-carboxylate (1.64 g, 8.80 mmol) in DCM was added followed by sodium triacetoxyborohydride (11.2 g, 52.8 mmol). The reaction mixture was permitted to warm to room temperature and was stirred over... Reactants: COc1ccc(N=C=O)cc1, CCO, NCCCOc1cccc(CN2CCCCC2)c1. The product is COc1ccc(NC(=O)NCCCOc2cccc(CN3CCCCC3)c2)cc1. RXN SMILES: [CH3:19][O:20][c:21]1[cH:22][cH:23][c:24]([N:27]=[C:28]=[O:29])[cH:25][cH:26]1.[CH3:30][CH2:31][OH:32].[N:1]1([CH2:7][c:8]2[cH:9][c:10]([O:11][CH2:12][CH2:13][CH2:14][NH2:15])[cH:16][cH:17][cH:18]2)[CH2:2][CH2:3][CH2:4][CH2:5][CH2:6]1>>[N:1]1([CH2:7][c:8]2[cH:9][c:10]([O:11][CH2:12][CH2:13][CH2:14][NH:15][C:28]([NH:27][c:24]3[cH:23][cH:22][c:21]([O:20][CH3:19])[cH:26][cH:25]3)=[O:29])[cH:16][cH:17][cH:18]2)[CH2:2][CH2:3][CH2:4][CH2:5][CH2:6]1. The reactants are CC(C)Br, Sc1ccc(Br)cc1, CN(C)C=O, [H-], [Na+], O. Yields the product CC(C)Sc1ccc(Br)cc1. As a reaction SMILES: [Br:11][CH:12]([CH3:13])[CH3:14].[Br:1][c:2]1[cH:3][cH:4][c:5]([SH:8])[cH:6][cH:7]1.[CH3:16][N:17]([CH3:18])[CH:19]=[O:20].[H-:9].[Na+:10].[OH2:15]>>[Br:1][c:2]1[cH:3][cH:4][c:5]([S:8][CH:12]([CH3:13])[CH3:14])[cH:6][cH:7]1. The reactants are CCCO, CCCOP(=S)(Cl)OCCC, [K+], [OH-]. Yields the product CCCOP([O-])(=S)OCCC, [K+]. As a reaction SMILES: [CH2:14]([OH:15])[CH2:16][CH3:17].[CH2:1]([CH2:2][CH3:3])[O:4][P:5](=[S:6])([O:7][CH2:8][CH2:9][CH3:10])[Cl:11].[K+:13].[OH-:12]>>[CH2:1]([CH2:2][CH3:3])[O:4][P:5](=[S:6])([O:7][CH2:8][CH2:9][CH3:10])[O-:12].[K+:13].